This data is from the Open Reaction Database (ORD), a public repository of structured organic reaction records. The task is: describe an organic reaction: reactants, conditions, products, and yield Reactants: ClC=1N=C(NC1CC)C(=O)N[C@@H]1[C@@H](CN(CC1)C=1SC(=C(N1)C=O)C(=O)OCC)OC (Ethyl cis(±)-2-(4-{[(4-chloro-5-ethyl-1H-imidazol-2-yl)carbonyl]amino}-3-methoxypiperidin-1-yl)-4-formyl-1,3-thiazole-5-carboxylate), Cl.CON (Methoxyamine hydrochloride). Run in N1=CC=CC=C1 (pyridine). Run at temperature 60 celsius, time 2 hour. The product is ClC=1N=C(NC1CC)C(=O)N[C@@H]1[C@@H](CN(CC1)C=1SC(=C(N1)C=NOC)C(=O)OCC)OC (Ethyl cis(±)-2-(4-{[(4-chloro-5-ethyl-1H-imidazol-2-yl)carbonyl]amino}-3-methoxypiperidin-1-yl)-4-(methoxyimino)methyl-1,3-thiazole-5-carboxylate). The yield is 102.1%. Reaction SMILES: [Cl:1][C:2]1[N:3]=[C:4]([C:9]([NH:11][C@H:12]2[CH2:17][CH2:16][N:15]([C:18]3[S:19][C:20]([C:25]([O:27][CH2:28][CH3:29])=[O:26])=[C:21]([CH:23]=O)[N:22]=3)[CH2:14][C@H:13]2[O:30][CH3:31])=[O:10])[NH:5][C:6]=1[CH2:7][CH3:8].Cl.[CH3:33][O:34][NH2:35]>N1C=CC=CC=1>[Cl:1][C:2]1[N:3]=[C:4]([C:9]([NH:11][C@H:12]2[CH2:17][CH2:16][N:15]([C:18]3[S:19][C:20]([C:25]([O:27][CH2:28][CH3:29])=[O:26])=[C:21]([CH:23]=[N:35][O:34][CH3:33])[N:22]=3)[CH2:14][C@H:13]2[O:30][CH3:31])=[O:10])[NH:5][C:6]=1[CH2:7][CH3:8] |f:1.2|. Reported procedure: Ethyl cis(±)-2-(4-{[(4-chloro-5-ethyl-1H-imidazol-2-yl)carbonyl]amino}-3-methoxypiperidin-1-yl)-4-formyl-1,3-thiazole-5-carboxylate obtained by the method described in Example (28a) (100 mg, 0.21 mmol) was dissolved in pyridine (3 mL). Methoxyamine hydrochloride (28 mg, 0.34 mmol) was added, and the mixture was stirred at 60° C. for two hours. The reaction solution was concentrated under reduced pressure, diluted with ethyl acetate, washed with 1 N hydrochloric acid and brine, and dried over anh...